Dataset: the Open Reaction Database (ORD), a public repository of structured organic reaction records. Task: describe an organic reaction: reactants, conditions, products, and yield Reactants: [Mn](=O)(=O)(=O)[O-].[K+] (potassium permanganate), P(=O)(O)(O)[O-].[K+] (potassium dihydrogen phosphate), C(C)C1C(NC1CCO)=O (3-ethyl-4-[2-(hydroxy)ethyl]-2-azetidinone), saturated solution, S(=O)(=O)([O-])S(=O)[O-].[Na+].[Na+] (sodium metabisulfite), S(O)(O)(=O)=O (sulfuric acid). Run in O (water). Run at temperature 15 celsius, time 22 hour. The product is C(C)[C@H]1[C@@H](NC1=O)CC(=O)O (Trans-(±)-3-ethyl-4-oxo-2-azetidineacetic acid). Isolated yield 6.0%. RXN SMILES: [CH2:1]([CH:3]1[CH:6]([CH2:7][CH2:8][OH:9])[NH:5][C:4]1=[O:10])[CH3:2].[Mn]([O-])(=O)(=O)=[O:12].[K+].P([O-])(O)(O)=O.[K+].S(S([O-])=O)([O-])(=O)=O.[Na+].[Na+].S(=O)(=O)(O)O>O>[CH2:1]([C@@H:3]1[C:4](=[O:10])[NH:5][C@H:6]1[CH2:7][C:8]([OH:12])=[O:9])[CH3:2] |f:1.2,3.4,5.6.7|. Reported procedure: The crude 3-ethyl-4-[2-(hydroxy)ethyl]-2-azetidinone (34 g; 0.237 mol) obtained according to step (c) is added to 63 g (0.394 mol) of potassium permanganate and 79 g (0.59 mol) of potassium dihydrogen phosphate in 870 ml of water. The mixture is maintained under stirring at 15° C. for 22 hours, then 220 ml of a saturated solution of sodium metabisulfite are added thereto maintaining the value of the pH at about 3 by the gradual addition of 220 ml of 10% sulfuric acid. The mixture is stirred unde... Reactants: CCCCOCCOc1ccc(-c2ccc3c(c2)C=C(C(=O)O)CCCN3C=O)cc1, CCCn1cncc1CS(=O)c1ccc(N)cc1, O=C(Cl)C(=O)Cl, CN(C)C=O, C1CCOC1, O, c1ccncc1. Product: CCCCOCCOc1ccc(-c2ccc3c(c2)C=C(C(=O)Nc2ccc(S(=O)Cc4cncn4CCC)cc2)CCCN3C=O)cc1. Reaction SMILES: [CH2:1]([CH2:2][CH2:3][CH3:4])[O:5][CH2:6][CH2:7][O:8][c:9]1[cH:10][cH:11][c:12](-[c:15]2[cH:16][cH:17][c:18]3[c:19]([cH:31]2)[CH:20]=[C:21]([C:28](=[O:29])[OH:30])[CH2:22][CH2:23][CH2:24][N:25]3[CH:26]=[O:27])[cH:13][cH:14]1.[CH2:43]([CH2:44][CH3:45])[n:46]1[cH:47][n:48][cH:49][c:50]1[CH2:51][S:52](=[O:53])[c:54]1[cH:55][cH:56][c:57]([NH2:58])[cH:59][cH:60]1.[Cl:37][C:38]([C:39]([Cl:40])=[O:41])=[O:42].[O:32]=[CH:33][N:34]([CH3:35])[CH3:36].[O:61]1[CH2:62][CH2:63][CH2:64][CH2:65]1.[OH2:66].[cH:67]1[cH:68][cH:69][n:70][cH:71][cH:72]1>>[CH2:1]([CH2:2][CH2:3][CH3:4])[O:5][CH2:6][CH2:7][O:8][c:9]1[cH:10][cH:11][c:12](-[c:15]2[cH:16][cH:17][c:18]3[c:19]([cH:31]2)[CH:20]=[C:21]([C:28](=[O:29])[NH:58][c:57]2[cH:56][cH:55][c:54]([S:52]([CH2:51][c:50]4[n:46]([CH2:43][CH2:44][CH3:45])[cH:47][n:48][cH:49]4)=[O:53])[cH:60][cH:59]2)[CH2:22][CH2:23][CH2:24][N:25]3[CH:26]=[O:27])[cH:13][cH:14]1. Starting materials: CC(C)([O-])C.[K+] (potassium tert.-butoxide), ClC1=NC=C(C(=N1)NC1=CC=C(C=C1)[C@H]1CN(CCO1)C(=O)OC(C)(C)C)Cl ((S)-tert-butyl 2-(4-(2,5-dichloropyrimidin-4-ylamino)phenyl)morpholine-4-carboxylate), O (water). Run in CC(C)O (propan-2-ol). Reaction conditions: temperature 90 celsius, time 8 hour. Product: ClC=1C(=NC(=NC1)OC(C)C)NC1=CC=C(C=C1)[C@H]1CN(CCO1)C(=O)OC(C)(C)C ((S)-tert-butyl 2-(4-(5-chloro-2-isopropoxypyrimidin-4-ylamino)phenyl)morpholine-4-carboxylate). Reaction SMILES: [CH3:1][C:2](C)([O-:4])[CH3:3].[K+].Cl[C:8]1[N:13]=[C:12]([NH:14][C:15]2[CH:20]=[CH:19][C:18]([C@@H:21]3[O:26][CH2:25][CH2:24][N:23]([C:27]([O:29][C:30]([CH3:33])([CH3:32])[CH3:31])=[O:28])[CH2:22]3)=[CH:17][CH:16]=2)[C:11]([Cl:34])=[CH:10][N:9]=1.O>CC(O)C>[Cl:34][C:11]1[C:12]([NH:14][C:15]2[CH:16]=[CH:17][C:18]([C@@H:21]3[O:26][CH2:25][CH2:24][N:23]([C:27]([O:29][C:30]([CH3:33])([CH3:32])[CH3:31])=[O:28])[CH2:22]3)=[CH:19][CH:20]=2)=[N:13][C:8]([O:4][CH:2]([CH3:3])[CH3:1])=[N:9][CH:10]=1 |f:0.1|. Reported procedure: To a stirred solution of potassium tert.-butoxide (116 mg, 1.03 mmol) in propan-2-ol (2 mL) was added (S)-tert-butyl 2-(4-(2,5-dichloropyrimidin-4-ylamino)phenyl)morpholine-4-carboxylate (110 mg, 0.26 mmol) and the mixture was shaken at 90° C. overnight. After cooling, the reaction mixture was poured into water and extracted with ethyl acetate. The organic layer was dried over MgSO4 and evaporated. The residue was purified by column chromatography (silica gel, 5 to 15% ethyl acetate in heptan, 1... Reactants: NC1=C(C=C(C=C1)[Se]C1=CC=CC=C1)N (1,2-diamino-4-phenylselenobenzene), COC(=O)NC(SC)=NC(=O)OC (1,3-bis(methoxycarbonyl)-2-methylisothiourea). Solvent: C(C)(=O)O (acetic acid), C(C)O (ethanol), O (water). Product: C1(=CC=CC=C1)[Se]C1=CC2=C(N=C(N2)NC(=O)OC)C=C1 (methyl 5-phenylseleno-2-benzimidazolecarbamate). As a reaction SMILES: [NH2:1][C:2]1[CH:7]=[CH:6][C:5]([Se:8][C:9]2[CH:14]=[CH:13][CH:12]=[CH:11][CH:10]=2)=[CH:4][C:3]=1[NH2:15].[CH3:16][O:17][C:18]([NH:20][C:21](=NC(OC)=O)SC)=[O:19]>C(O)(=O)C.C(O)C.O>[C:9]1([Se:8][C:5]2[CH:6]=[CH:7][C:2]3[N:1]=[C:21]([NH:20][C:18]([O:17][CH3:16])=[O:19])[NH:15][C:3]=3[CH:4]=2)[CH:14]=[CH:13][CH:12]=[CH:11][CH:10]=1. Procedure details: A mixture of 1,2-diamino-4-phenylselenobenzene (11.3 g. 43 mmole) and 1,3-bis(methoxycarbonyl)-2-methylisothiourea (10.3 g., 50 mmole) in glacial acetic acid (10 ml.), ethanol (100 ml.) and water (100 ml.) was boiled under reflux for two hours and allowed to cool. The reaction mixture was filtered, and the solid product was crystallised from a mixture of equal volumes of acetic acid and methanol to give methyl 5-phenylseleno-2-benzimidazolecarbamate, m.p. 238°-240° C. As a reaction SMILES: Br[C:2]1[CH:3]=[C:4]([CH:7]=[C:8](Br)[CH:9]=1)[CH:5]=O.[C:11]([C:14]1[CH:19]=[CH:18][CH:17]=[CH:16][N:15]=1)(=O)[CH3:12].[I-].BrC1N=C(C(=O)C[N+:30]2[CH:35]=[CH:34][CH:33]=[CH:32][CH:31]=2)C=CC=1.BrC1N=[C:42]([C:44]2[CH:49]=[C:48]([C:50]3[CH:55]=[C:54](Br)[CH:53]=[C:52](Br)[CH:51]=3)[CH:47]=[C:46]([C:58]3[CH:63]=[CH:62][CH:61]=[CH:60]N=3)N=2)C=CC=1.[CH:64]1C2C3C=CC=CC=3NC=2C=CN=1.BrC1C=C(C2C=C(C3C=CC=CN=3)N=C(C3C=[CH:101][CH:100]=[C:99]([N:103]4C5C=CC=CC=5[C:105]5[CH:112]=[N:113][CH:114]=C[C:104]4=5)[N:98]=3)C=2)C=C(Br)C=1.C1(B(O)O)C=CC=CC=1.C(=O)([O-])[O-].[K+].[K+]>C1C=CC([P]([Pd]([P](C2C=CC=CC=2)(C2C=CC=CC=2)C2C=CC=CC=2)([P](C2C=CC=CC=2)(C2C=CC=CC=2)C2C=CC=CC=2)[P](C2C=CC=CC=2)(C2C=CC=CC=2)C2C=CC=CC=2)(C2C=CC=CC=2)C2C=CC=CC=2)=CC=1.C(O)C.C1(C)C=CC=CC=1>[CH:114]1[C:5]2[C:4]3[CH:7]=[CH:8][CH:9]=[CH:2][C:3]=3[N:103]([C:99]3[N:98]=[C:11]([C:14]4[CH:19]=[C:18]([C:44]5[CH:42]=[C:46]([C:58]6[CH:63]=[CH:62][CH:61]=[CH:60][CH:64]=6)[CH:47]=[C:48]([C:50]6[CH:51]=[CH:52][CH:53]=[CH:54][CH:55]=6)[CH:49]=5)[CH:17]=[C:16]([C:35]5[CH:34]=[CH:33][CH:32]=[CH:31][N:30]=5)[N:15]=4)[CH:12]=[CH:101][CH:100]=3)[C:104]=2[CH:105]=[CH:112][N:113]=1 |f:2.3,8.9.10,^1:134,136,155,174|. The product is C1=NC=CC=2N(C=3C=CC=CC3C21)C2=CC=CC(=N2)C2=NC(=CC(=C2)C=2C=C(C=C(C2)C2=CC=CC=C2)C2=CC=CC=C2)C2=NC=CC=C2 (6-(5H-pyrido[4,3-b]indol-5-yl)-4′-[1,1′;3′,1″]terphenyl-5′-yl-[2,2′;6′,2″]terpyridine). Reagents/catalysts: C=1C=CC(=CC1)[P](C=2C=CC=CC2)(C=3C=CC=CC3)[Pd]([P](C=4C=CC=CC4)(C=5C=CC=CC5)C=6C=CC=CC6)([P](C=7C=CC=CC7)(C=8C=CC=CC8)C=9C=CC=CC9)[P](C=1C=CC=CC1)(C=1C=CC=CC1)C=1C=CC=CC1 (tetrakis(triphenylphosphine)palladium). Reaction conditions: time 12 hour. The reactants are BrC=1C=C(C=C(C1)Br)C1=CC(=NC(=C1)C1=NC=CC=C1)C1=NC(=CC=C1)N1C2=C(C=3C=CC=CC13)C=NC=C2 (4′-(3,5-dibromophenyl)-6-(5H-pyrido[4,3-b]indol-5-yl)-[2,2′;6′,2″]terpyridine), C1(=CC=CC=C1)B(O)O (phenylboronic acid), C([O-])([O-])=O.[K+].[K+] (potassium carbonate), 4,3-(3,5-dibromophenyl)-1-(pyridin-2-yl)-propenone, BrC1=CC=CC(=N1)C1=NC(=CC(=C1)C1=CC(=CC(=C1)Br)Br)C1=NC=CC=C1 (6-bromo-4′-(3,5-dibromophenyl)-[2,2′;6′,2″]terpyridine), [I-].BrC1=CC=CC(=N1)C(C[N+]1=CC=CC=C1)=O ([2-(6-bromopyridin-2-yl)oxoethyl]pyridinium iodide), BrC=1C=C(C=C(C1)Br)C1=CC(=NC(=C1)C1=NC=CC=C1)C1=NC(=CC=C1)N1C2=C(C=3C=CC=CC13)C=NC=C2 (4′-(3,5-dibromophenyl)-6-(5H-pyrido[4,3-b]indol-5-yl)-[2,2′;6′,2″]terpyridine), BrC=1C=C(C=O)C=C(C1)Br (3,5-dibromobenzaldehyde), C(C)(=O)C1=NC=CC=C1 (2-acetylpyridine), C1=NC=CC=2NC=3C=CC=CC3C21 (5H-pyrido[4,3-b]indole). Reported procedure: As in Example 4,3-(3,5-dibromophenyl)-1-(pyridin-2-yl)-propenone was synthesized from 3,5-dibromobenzaldehyde and 2-acetylpyridine, and further subjected to a reaction with [2-(6-bromopyridin-2-yl)oxoethyl]pyridinium iodide to synthesize 6-bromo-4′-(3,5-dibromophenyl)-[2,2′;6′,2″]terpyridine. This compound was further subjected to a reaction with 5H-pyrido[4,3-b]indole to synthesize 4′-(3,5-dibromophenyl)-6-(5H-pyrido[4,3-b]indol-5-yl)-[2,2′;6′,2″]terpyridine. To 5.1 g of the resulting 4′-(3,5-d... The solvent is C(C)O (ethanol), C1(=CC=CC=C1)C (toluene). The yield is 41.0%. The reactants are [Br-], COc1ccccc1Br, C1CCOC1, COc1ccccc1C1=NC(C)(C)CO1, COc1ccccc1[Mg+], [Mg]. Yields the product COc1ccccc1-c1ccccc1C1=NC(C)(C)CO1. Reaction SMILES: [Br-:1].[Br:11][c:12]1[cH:13][cH:14][cH:15][cH:16][c:17]1[O:18][CH3:19].[CH2:36]1[O:37][CH2:38][CH2:39][CH2:40]1.[CH3:21][O:22][c:23]1[c:24]([C:29]2=[N:33][C:32]([CH3:34])([CH3:35])[CH2:31][O:30]2)[cH:25][cH:26][cH:27][cH:28]1.[CH3:2][O:3][c:4]1[c:5]([Mg+:10])[cH:6][cH:7][cH:8][cH:9]1.[Mg:20]>>[CH3:2][O:3][c:4]1[c:5](-[c:23]2[c:24]([C:29]3=[N:33][C:32]([CH3:34])([CH3:35])[CH2:31][O:30]3)[cH:25][cH:26][cH:27][cH:28]2)[cH:6][cH:7][cH:8][cH:9]1. Starting materials: C(C)(=O)O[BH-](OC(C)=O)OC(C)=O.[Na+] (sodium triacetoxy borohydride), [OH-].[Na+] (sodium hydroxide), C(C1=CC=CC=C1)N1C[C@@H](NCC1)CCSC ((S)-1-benzyl-3-(2-methylsulfanyl-ethyl)-piperazine), C=O (formaldehyde). The solvent is C(Cl)Cl (methylene chloride). Reaction conditions: time 10 minute. Yields the product N.CO (ammonia methanol), C(C1=CC=CC=C1)N1C[C@@H](N(CC1)C)CCSC ((S)-4-Benzyl-1-methyl-2-(2-methylsulfanyl-ethyl)-piperazine). The yield is 190.9%. Reaction SMILES: [CH2:1]([N:8]1[CH2:13][CH2:12][NH:11][C@@H:10]([CH2:14][CH2:15][S:16][CH3:17])[CH2:9]1)[C:2]1[CH:7]=[CH:6][CH:5]=[CH:4][CH:3]=1.C=O.[C:20](O[BH-](OC(=O)C)OC(=O)C)(=[O:22])C.[Na+].[OH-].[Na+]>C(Cl)Cl>[NH3:8].[CH3:20][OH:22].[CH2:1]([N:8]1[CH2:13][CH2:12][N:11]([CH3:20])[C@@H:10]([CH2:14][CH2:15][S:16][CH3:17])[CH2:9]1)[C:2]1[CH:3]=[CH:4][CH:5]=[CH:6][CH:7]=1 |f:2.3,4.5,7.8|. Procedure: Combine (S)-1-benzyl-3-(2-methylsulfanyl-ethyl)-piperazine (0.900 g, 3.59 mmol) and 37% formaldehyde solution (0.4 mL, 5.39 mmol) in methylene chloride (15 mL). Stir for 10 minutes and add sodium triacetoxy borohydride (3.05 g, 14.4 mmol). Stir an additional 90 minutes and then pour solution onto 1N sodium hydroxide solution. Extract with methylene chloride to give 0.947 g of the crude product. Silica gel chromatography, eluting with methylene chloride:2N ammonia/methanol (100:2), gives 0.906 g ... The reactants are [H][H] (hydrogen), C1CO1.C(CCCCCCCC)C1=C(C=CC=C1)O (nonylphenol ethylene oxide), C1CO1.C(CCCCCCCC)C1=C(C=CC=C1)O (Nonylphenol ethylene oxide). Solvent: C1CO1.C(CCCCCCCC)C1(CCCCC1)O (nonylcyclohexanol ethylene oxide). The product is C(CCCCCCCC)C1CCCCC1 (nonylcyclohexane). As a reaction SMILES: [H][H].C1OC1.[CH2:6]([C:15]1[CH:20]=[CH:19][CH:18]=[CH:17][C:16]=1O)[CH2:7][CH2:8][CH2:9][CH2:10][CH2:11][CH2:12][CH2:13][CH3:14]>C1OC1.C(C1(O)CCCCC1)CCCCCCCC>[CH2:6]([CH:15]1[CH2:16][CH2:17][CH2:18][CH2:19][CH2:20]1)[CH2:7][CH2:8][CH2:9][CH2:10][CH2:11][CH2:12][CH2:13][CH3:14] |f:1.2,3.4|. Reported procedure: The consumed amount of hydrogen during the reaction was 136.6 mmoles and was 3.01 moles per 1 mole of charged nonylphenol ethylene oxide adduct. Nonylphenol ethylene oxide adduct residual in nonylcyclohexanol ethylene oxide adduct was determined by liquid chromatography. The amount was 120 ppm by weight. Further, nonylcyclohexane formed by hydrogenation decomposition reaction was determined by gas chromatography. The amount was 150 ppm by weight.